Dataset: the Open Reaction Database (ORD), a public repository of structured organic reaction records. Task: describe an organic reaction: reactants, conditions, products, and yield Starting materials: C(C1=CC=CC=C1)=O (benzaldehyde), [Cl-].C(C1=CC=CC=C1)OC1=C(C[P+](C2=CC=CC=C2)(C2=CC=CC=C2)C2=CC=CC=C2)C=CC=C1 (2-benzyloxybenzyltriphenylphosphonium chloride), N12CCCCCC2=NCCC1 (1,8-diazabicyclo[5.4.0]undec-7-ene). Run in C(C)#N (acetonitrile). Yields the product C(C1=CC=CC=C1)OC1=C(C=CC=C1)C=CC1=CC=CC=C1 (2-benzyloxystilbene). Yield: 75.7%. As a reaction SMILES: [CH:1](=O)[C:2]1[CH:7]=[CH:6][CH:5]=[CH:4][CH:3]=1.[Cl-].[CH2:10]([O:17][C:18]1[CH:43]=[CH:42][CH:41]=[CH:40][C:19]=1[CH2:20][P+](C1C=CC=CC=1)(C1C=CC=CC=1)C1C=CC=CC=1)[C:11]1[CH:16]=[CH:15][CH:14]=[CH:13][CH:12]=1.N12CCCN=C1CCCCC2>C(#N)C>[CH2:10]([O:17][C:18]1[CH:43]=[CH:42][CH:41]=[CH:40][C:19]=1[CH:20]=[CH:1][C:2]1[CH:7]=[CH:6][CH:5]=[CH:4][CH:3]=1)[C:11]1[CH:12]=[CH:13][CH:14]=[CH:15][CH:16]=1 |f:1.2|. Procedure details: 5.09 g of benzaldehyde and 26.1 g of 2-benzyloxybenzyltriphenylphosphonium chloride (prepared as described in Preparation 1) were dissolved in 100 ml of acetonitrile, with heating. 8.04 g of 1,8-diazabicyclo[5.4.0]undec-7-ene were then added dropwise to the solution at 80° C., whilst stirring, and the resulting mixture was stirred at the same temperature for 40 minutes. At the end of this time, the solvent was removed by distillation under reduced pressure, and the resulting residue was partitio... Starting materials: F[B-](F)(F)F, CCN(C(C)C)C(C)C, Cc1ccc(-c2oncc2C(=O)O)cc1, Cl, CCC(O)(CC)C1CCCNC1, CN(C)C=O, CN(C)C(On1nnc2ccccc21)=[N+](C)C. Product: CCC(O)(CC)C1CCCN(C(=O)c2cnoc2-c2ccc(C)cc2)C1. As a reaction SMILES: [B-:16]([F:17])([F:18])([F:19])[F:20].[CH2:38]([N:39]([CH:40]([CH3:41])[CH3:42])[CH:43]([CH3:44])[CH3:45])[CH3:46].[CH3:1][c:2]1[cH:3][cH:4][c:5](-[c:8]2[c:9]([C:13](=[O:14])[OH:15])[cH:10][n:11][o:12]2)[cH:6][cH:7]1.[ClH:47].[NH:48]1[CH2:49][CH:50]([C:54]([CH2:55][CH3:56])([CH2:57][CH3:58])[OH:59])[CH2:51][CH2:52][CH2:53]1.[O:60]=[CH:61][N:62]([CH3:63])[CH3:64].[n:21]1([O:22][C:23]([N:24]([CH3:25])[CH3:26])=[N+:27]([CH3:28])[CH3:29])[c:30]2[cH:31][cH:32][cH:33][cH:34][c:35]2[n:36][n:37]1>>[CH3:1][c:2]1[cH:3][cH:4][c:5](-[c:8]2[c:9]([C:13](=[O:15])[N:48]3[CH2:49][CH:50]([C:54]([CH2:55][CH3:56])([CH2:57][CH3:58])[OH:59])[CH2:51][CH2:52][CH2:53]3)[cH:10][n:11][o:12]2)[cH:6][cH:7]1. Starting materials: F[B-](F)(F)F, CC[n+]1sc(Cl)c(Cl)c1Cl, CC(=O)[O-], [Na+]. Product: CCn1sc(Cl)c(Cl)c1=O. As a reaction SMILES: [B-:1]([F:2])([F:3])([F:4])[F:5].[CH2:6]([CH3:7])[n+:8]1[s:9][c:10]([Cl:15])[c:11]([Cl:14])[c:12]1[Cl:13].[CH3:17][C:18]([O-:19])=[O:20].[Na+:16]>>[CH2:6]([CH3:7])[n:8]1[s:9][c:10]([Cl:15])[c:11]([Cl:14])[c:12]1=[O:19]. The reactants are O=C([O-])[O-], C#CCBr, CC#N, O=[N+]([O-])c1cc(O)c(Cl)cc1F, [K+], [K+], O. Yields the product C#CCOc1cc([N+](=O)[O-])c(F)cc1Cl. As a reaction SMILES: [C:13](=[O:14])([O-:15])[O-:16].[CH2:19]([C:20]#[CH:21])[Br:22].[CH3:24][C:25]#[N:26].[Cl:1][c:2]1[c:3]([OH:12])[cH:4][c:5]([N+:9](=[O:10])[O-:11])[c:6]([F:8])[cH:7]1.[K+:17].[K+:18].[OH2:23]>>[Cl:1][c:2]1[c:3]([O:12][CH2:21][C:20]#[CH:19])[cH:4][c:5]([N+:9](=[O:10])[O-:11])[c:6]([F:8])[cH:7]1. Reactants: O (water), FC1=CC=C(C=C1)[N+](=O)[O-] (p-fluoronitrobenzene), CC=1NC=CN1 (2-methylimidazole), C([O-])([O-])=O.[K+].[K+] (potassium carbonate). Solvent: CS(=O)C (dimethylsulfoxide). Conditions: temperature 120 celsius, time 2 day. Yields the product CC=1N(C=CN1)C1=CC=C(C=C1)[N+](=O)[O-] (2-Methyl-1-(p-nitrophenyl)imidazole). The yield is 112.5%. RXN SMILES: F[C:2]1[CH:7]=[CH:6][C:5]([N+:8]([O-:10])=[O:9])=[CH:4][CH:3]=1.[CH3:11][C:12]1[NH:13][CH:14]=[CH:15][N:16]=1.C(=O)([O-])[O-].[K+].[K+].O>CS(C)=O>[CH3:11][C:12]1[N:13]([C:2]2[CH:7]=[CH:6][C:5]([N+:8]([O-:10])=[O:9])=[CH:4][CH:3]=2)[CH:14]=[CH:15][N:16]=1 |f:2.3.4|. Reported procedure: A mixture of 50.0 g of p-fluoronitrobenzene, 85.93 g of 2-methylimidazole and 44.9 g of potassium carbonate in 860 ml of dimethylsulfoxide is heated at 120° C. for 24 hours. The mixture is poured into 2.5 liter of water and stored in a refrigerator for two days. The mixture is filtered and cake washed with copious volumes of water and vacuum dried. The cake is dissolved in 1500 ml of ethyl acetate, filtered through hydrous magnesium silicate and the filtrate reduced to about 500 ml, cooled and t... The reactants are C1(=CC=CC=C1)NC1=NN(C=N1)C1=CC(=NC=C1)N (4-(3-Phenylamino-[1,2,4]triazol-1-yl)-pyridin-2-ylamine), CCN(C(C)C)C(C)C (Hunig's base), C1(CCCC1)CC(=O)Cl (cyclopentylmethyl carbonyl chloride), bis acylated imide. The solvent is CN1CCCC1=O (NMP). Run at time 18 hour. Product: C1(CCCC1)CC(=O)NC1=NC=CC(=C1)N1N=C(N=C1)NC1=CC=CC=C1 (2-Cyclopentyl-N-[4-(3-phenylamino-[1,2,4]triazol-1-yl)-pyridin-2-yl]-acetamide). As a reaction SMILES: [C:1]1([NH:7][C:8]2[N:12]=[CH:11][N:10]([C:13]3[CH:18]=[CH:17][N:16]=[C:15]([NH2:19])[CH:14]=3)[N:9]=2)[CH:6]=[CH:5][CH:4]=[CH:3][CH:2]=1.CCN(C(C)C)C(C)C.[CH:29]1([CH2:34][C:35](Cl)=[O:36])[CH2:33][CH2:32][CH2:31][CH2:30]1>CN1C(=O)CCC1>[CH:29]1([CH2:34][C:35]([NH:19][C:15]2[CH:14]=[C:13]([N:10]3[CH:11]=[N:12][C:8]([NH:7][C:1]4[CH:2]=[CH:3][CH:4]=[CH:5][CH:6]=4)=[N:9]3)[CH:18]=[CH:17][N:16]=2)=[O:36])[CH2:33][CH2:32][CH2:31][CH2:30]1. Reported procedure: 4-(3-Phenylamino-[1,2,4]triazol-1-yl)-pyridin-2-ylamine (50 mg, 0.20 mMol) was dissolved in 2.5 mL of NMP with (50 μL, 67.4 mg, 0.52 mMol) of Hunig's base and (30 μL, 32 mg, 0.2 mMol) of cyclopentylmethyl carbonyl chloride. The reaction was stirred at ambient temperature for 18 hr. LC shows starting material, mono acylated material, and a majority of the bis acylated imide. Another alliquot of the acylating agent was added and the reaction was stirred until all starting material was consumed. Fi... Starting materials: C(C)(C)(C)[Si](OC=1C=C(C=CC1)C1(C(NC(NC1=O)=O)=O)Br)(C)C (5-[3-(tertbutyldimethylsilyloxy)phenyl]-5-bromobarbituric Acid), OCCN1CCNCC1 (N-(2-hydroxyethyl)piperazine). The solvent is CO (methanol). Product: OCCN1C(CNCC1)C1(C(NC(NC1=O)=O)=O)C1=CC(=CC=C1)O[Si](C)(C)C(C)(C)C (5-[N-(2-Hydroxyethyl)piperazinyl]-5-[3-(tertbutyldimethylsilyloxy)phenyl]barbituric Acid). The yield is 14.1%. Reaction SMILES: [C:1]([Si:5]([CH3:24])([CH3:23])[O:6][C:7]1[CH:8]=[C:9]([C:13]2(Br)[C:18](=[O:19])[NH:17][C:16](=[O:20])[NH:15][C:14]2=[O:21])[CH:10]=[CH:11][CH:12]=1)([CH3:4])([CH3:3])[CH3:2].[OH:25][CH2:26][CH2:27][N:28]1[CH2:33][CH2:32][NH:31][CH2:30][CH2:29]1>CO>[OH:25][CH2:26][CH2:27][N:28]1[CH2:33][CH2:32][NH:31][CH2:30][CH:29]1[C:13]1([C:9]2[CH:10]=[CH:11][CH:12]=[C:7]([O:6][Si:5]([C:1]([CH3:4])([CH3:3])[CH3:2])([CH3:24])[CH3:23])[CH:8]=2)[C:18](=[O:19])[NH:17][C:16](=[O:20])[NH:15][C:14]1=[O:21]. Procedure: A solution of 5-[3-(tertbutyldimethylsilyloxy)phenyl]-5-bromobarbituric Acid (444 mg) and N-(2-hydroxyethyl)piperazine (420 mg) in 10 ml of methanol is stirred at room temperature for 5 hours, then the solvent is evaporated off and the residue is purified by silica gel chromatography (13 g, eluent:ethyl acetate/methanol 3:1), to give 70 mg of the product.